describe an organic reaction: reactants, conditions, products, and yield From a dataset of the Open Reaction Database (ORD), a public repository of structured organic reaction records. The reactants are CC1(OB(OC1(C)C)C1=CCN(CC1)C(=O)OC(C)(C)C)C (tert-butyl 4-(4,4,5,5-tetramethyl-1,3,2-dioxaborolan-2-yl)-5,6-dihydropyridine-1(2H)-carboxylate), C(OC)COC (dimethoxyethane), C(C1=CC=CC=C1)OC1=CC=C(C=C1)Br (1-(benzyloxy)-4-bromobenzene), C([O-])([O-])=O.[Na+].[Na+] (sodium carbonate). The reagents and catalysts are Cl[Pd]([P](C1=CC=CC=C1)(C2=CC=CC=C2)C3=CC=CC=C3)([P](C4=CC=CC=C4)(C5=CC=CC=C5)C6=CC=CC=C6)Cl (bis-(triphenylphosphine)palladium(II) chloride). Run in O (water). Reaction conditions: temperature 80 celsius. Product: C(C1=CC=CC=C1)OC1=CC=C(C=C1)C1=CCN(CC1)C(=O)OC(C)(C)C (tert-butyl 4-(4-(benzyloxy)phenyl)-5,6-dihydropyridine-1(2H)-carboxylate). Yield: 82.6%. RXN SMILES: CC1(C)C(C)(C)OB([C:9]2[CH2:14][CH2:13][N:12]([C:15]([O:17][C:18]([CH3:21])([CH3:20])[CH3:19])=[O:16])[CH2:11][CH:10]=2)O1.C(COC)OC.[CH2:29]([O:36][C:37]1[CH:42]=[CH:41][C:40](Br)=[CH:39][CH:38]=1)[C:30]1[CH:35]=[CH:34][CH:33]=[CH:32][CH:31]=1.C(=O)([O-])[O-].[Na+].[Na+]>Cl[Pd](Cl)([P](C1C=CC=CC=1)(C1C=CC=CC=1)C1C=CC=CC=1)[P](C1C=CC=CC=1)(C1C=CC=CC=1)C1C=CC=CC=1.O>[CH2:29]([O:36][C:37]1[CH:42]=[CH:41][C:40]([C:9]2[CH2:14][CH2:13][N:12]([C:15]([O:17][C:18]([CH3:19])([CH3:20])[CH3:21])=[O:16])[CH2:11][CH:10]=2)=[CH:39][CH:38]=1)[C:30]1[CH:35]=[CH:34][CH:33]=[CH:32][CH:31]=1 |f:3.4.5,^1:52,71|. Reported procedure: To a stirring mixture of tert-butyl 4-(4,4,5,5-tetramethyl-1,3,2-dioxaborolan-2-yl)-5,6-dihydropyridine-1(2H)-carboxylate (16.45 g, 53 mmol), dimethoxyethane (200 mL) and water (50 mL) was added 1-(benzyloxy)-4-bromobenzene (14 g, 53 mmol), sodium carbonate (16.9 g, 160 mmol) and bis-(triphenylphosphine)palladium(II) chloride (1.867 g, 2.66 mmol) at rt. The reaction mixture was purged with nitrogen for 15 min, then heated at 80° C. for 4 h. The mixture was allowed to cool to rt and then was filt... Starting materials: FC(C(=O)N[C@H]1CC(=O)OC1=O)(F)F (N-Trifluoroacetylaspartic anhydride), [Cl-].[NH4+] (ammonium chloride), [Cl-].[Al+3].[Cl-].[Cl-] (aluminum chloride), O1CCC2=C1C=CC=C2 (2,3-dihydrobenzofuran). Solvent: ClC(C)Cl (dichloroethane), ClC(C)Cl (dichloroethane). Run at time 36 hour. The product is O1CCC2=C1C=CC(=C2)C(CC(C(=O)O)NC(C(F)(F)F)=O)=O (4-(2,3-Dihydro-5-benzofuranyl)-4-oxo-2-trifluoroacetamidobutanoic acid). Yield: 88.0%. As a reaction SMILES: [F:1][C:2]([F:14])([F:13])[C:3]([NH:5][C@@H:6]1[C:11](=[O:12])[O:10][C:8](=[O:9])[CH2:7]1)=[O:4].[Cl-].[Al+3].[Cl-].[Cl-].[O:19]1[C:23]2[CH:24]=[CH:25][CH:26]=[CH:27][C:22]=2[CH2:21][CH2:20]1.[Cl-].[NH4+]>ClC(Cl)C>[O:19]1[C:23]2[CH:24]=[CH:25][C:26]([C:8](=[O:9])[CH2:7][CH:6]([NH:5][C:3](=[O:4])[C:2]([F:1])([F:14])[F:13])[C:11]([OH:12])=[O:10])=[CH:27][C:22]=2[CH2:21][CH2:20]1 |f:1.2.3.4,6.7|. Reported procedure: 0.1 mole of the compound obtained in Example 1 and 0.05 mole of aluminum chloride suspended in 100 ml of dichloroethane are added to a solution of 12 ml of dichloroethane containing 0.05 mole of 2,3-dihydrobenzofuran. The mixture is stirred for 36 hours at room temperature and then hydrolyzed with saturated ammonium chloride solution. The mixture is extracted with dichloromethane and the extract washed with water, dried over magnesium sulfate, filtered and concentrated to obtain the expected pro... The reactants are CC1=NNC(=C1NC(=O)C=1SC=CC1)C1=CC=CC=C1 (thiophene-2-carboxylic acid (3-methyl-5-phenyl-1H-pyrazol-4-yl)-amide), O=P12OP3(=O)OP(=O)(O1)OP(=O)(O2)O3 (phosphorous pentoxide). The solvent is P(=O)(Cl)(Cl)Cl (phosphorous oxychloride). Run at temperature 120 celsius. Yields the product CC1=NNC2=C1N=C(C=1C=CC=CC21)C=2SC=CC2 (3-Methyl-5-thiophen-2-yl-1H-pyrazolo[4,3-c]isoquinoline). As a reaction SMILES: [CH3:1][C:2]1[C:6]([NH:7][C:8]([C:10]2[S:11][CH:12]=[CH:13][CH:14]=2)=O)=[C:5]([C:15]2[CH:20]=[CH:19][CH:18]=[CH:17][CH:16]=2)[NH:4][N:3]=1.O=P12OP3(OP(OP(O3)(O1)=O)(=O)O2)=O>P(Cl)(Cl)(Cl)=O>[CH3:1][C:2]1[C:6]2[N:7]=[C:8]([C:10]3[S:11][CH:12]=[CH:13][CH:14]=3)[C:16]3[CH:17]=[CH:18][CH:19]=[CH:20][C:15]=3[C:5]=2[NH:4][N:3]=1. Procedure details: To a suspension of 682.4 mg of thiophene-2-carboxylic acid (3-methyl-5-phenyl-1H-pyrazol-4-yl)-amide in 11.0 mL of phosphorous oxychloride was added 5.00 g of phosphorous pentoxide and the resulting suspension was heated at 120° C. for 5 h. The reaction mixture was cooled to rt and quenched with the addition of ice and water and then neutralized with solid sodium carbonate. The aqueous mixture was extracted with ethyl acetate and the combined organic extracts were washed with brine, dried (magne... Reactants: C1(CC1)C(=O)C1=CC(=C(C=C1)N)[N+](=O)[O-] (cyclopropyl (4-amino-3-nitrophenyl)methanone), Cl (HCl). Run in O (water). Product: NC1=C(C=C(C=C1)C(CCCCl)=O)[N+](=O)[O-] (1-(4-amino-3-nitrophenyl)-4-chloro-1-butanone). Yield: 84.5%. As a reaction SMILES: [CH:1]1([C:4]([C:6]2[CH:11]=[CH:10][C:9]([NH2:12])=[C:8]([N+:13]([O-:15])=[O:14])[CH:7]=2)=[O:5])[CH2:3][CH2:2]1.[ClH:16]>O>[NH2:12][C:9]1[CH:10]=[CH:11][C:6]([C:4](=[O:5])[CH2:1][CH2:2][CH2:3][Cl:16])=[CH:7][C:8]=1[N+:13]([O-:15])=[O:14]. Procedure details: A mixture of cyclopropyl (4-amino-3-nitrophenyl)methanone (80 g), prepared as described in U.S. Pat. No. 3,657,267, and concentrated HCl (420 ml) was stirred and refluxed for 30 minutes. The reaction mixture was cooled and water was added. The precipitate was filtered off, washed with water and dried, yielding 80 g (84.5%) of 1-(4-amino-3-nitrophenyl)-4-chloro-1-butanone; mp. 150° C. (intermediate 10).